From a dataset of the Open Reaction Database (ORD), a public repository of structured organic reaction records. describe an organic reaction: reactants, conditions, products, and yield Starting materials: C1C(CCCCCCCCC)O1 (1-undecene oxide), C(C)NCCCCCCNCC (N,N'-diethylhexamethylenediamine). Yields the product C(CCCCCN(CC)CC(CCCCCCCCC)O)N(CC)CC(CCCCCCCCC)O (N,N'-(1,6-hexylene)-bis[N-ethyl-2-hydroxyundecylamine]). As a reaction SMILES: [CH2:1]1[O:12][CH:2]1[CH2:3][CH2:4][CH2:5][CH2:6][CH2:7][CH2:8][CH2:9][CH2:10][CH3:11].[CH2:13]([NH:15][CH2:16][CH2:17][CH2:18][CH2:19][CH2:20][CH2:21][NH:22][CH2:23][CH3:24])[CH3:14]>>[CH2:16]([N:15]([CH2:1][CH:2]([OH:12])[CH2:3][CH2:4][CH2:5][CH2:6][CH2:7][CH2:8][CH2:9][CH2:10][CH3:11])[CH2:13][CH3:14])[CH2:17][CH2:18][CH2:19][CH2:20][CH2:21][N:22]([CH2:1][CH:2]([OH:12])[CH2:3][CH2:4][CH2:5][CH2:6][CH2:7][CH2:8][CH2:9][CH2:10][CH3:11])[CH2:23][CH3:24]. Reported procedure: Condensation of 1-undecene oxide and N,N'-diethylhexamethylenediamine affords N,N'-(1,6-hexylene)-bis[N-ethyl-2-hydroxyundecylamine] (I: R = CH3 (CH2)8, R' = CH3CH2, X = (CH2)6, Z = H). Starting materials: FC(C1=CC(=NC=2N1N=CC2C#C)C2=CC=C(C=C2)C(F)(F)F)F (7-difluoromethyl-3-ethynyl-5-(4-trifluoromethyl-phenyl)-pyrazolo[1,5-a]pyrimidine), BrC1=CC=C(C=C1)S(=O)(=O)NCCOC (4-Bromo-N-(2-methoxy-ethyl)-benzenesulfonamide). The product is FC(C1=CC(=NC=2N1N=CC2C#CC2=CC=C(C=C2)S(=O)(=O)NCCOC)C2=CC=C(C=C2)C(F)(F)F)F (4-[7-Difluoromethyl-5-(4-trifluoromethyl-phenyl)-pyrazolo[1,5-a]pyrimidin-3-ylethynyl]-N-(2-methoxy-ethyl)-benzenesulfonamide), solid. Isolated yield 72.0%. As a reaction SMILES: [F:1][CH:2]([F:24])[C:3]1[N:8]2[N:9]=[CH:10][C:11]([C:12]#[CH:13])=[C:7]2[N:6]=[C:5]([C:14]2[CH:19]=[CH:18][C:17]([C:20]([F:23])([F:22])[F:21])=[CH:16][CH:15]=2)[CH:4]=1.Br[C:26]1[CH:31]=[CH:30][C:29]([S:32]([NH:35][CH2:36][CH2:37][O:38][CH3:39])(=[O:34])=[O:33])=[CH:28][CH:27]=1>>[F:24][CH:2]([F:1])[C:3]1[N:8]2[N:9]=[CH:10][C:11]([C:12]#[C:13][C:26]3[CH:31]=[CH:30][C:29]([S:32]([NH:35][CH2:36][CH2:37][O:38][CH3:39])(=[O:34])=[O:33])=[CH:28][CH:27]=3)=[C:7]2[N:6]=[C:5]([C:14]2[CH:19]=[CH:18][C:17]([C:20]([F:23])([F:22])[F:21])=[CH:16][CH:15]=2)[CH:4]=1. Reported procedure: The title compound was prepared from 7-difluoromethyl-3-ethynyl-5-(4-trifluoromethyl-phenyl)-pyrazolo[1,5-a]pyrimidine (example C.2) (340 mg, 1.0 mmol) and 4-bromo-N-(2-methoxy-ethyl)-benzenesulfonamide (example B.28) (276 mg, 1.0 mmol) according to general procedure II. Obtained as a yellow solid (400 mg, 72%). MS (ISP) 551.3 [(M+H)+]; mp 184-186° C. Reactants: [O-]CC.[Na+] (sodium ethoxide), C(C)O (ethanol), C(C)(=O)OC1=CC=C(C2=C(C3=CC=C(C=C3C(=C12)OC)OC)F)CCC(=O)O (4-Acetoxy-2-carboxyethyl-6,10-dimethoxy-9-fluoroanthracene), C(C)O (ethanol), Cl (HCl). Reaction conditions: time 30 minute. Yields the product OC1=CC(=CC2=C(C3=CC=C(C=C3C(=C12)OC)OC)F)C(=O)OCC (Ethyl 4-hydroxv-6,10-dimethoxy-9-fluoroanthracene-2-carboxylate). RXN SMILES: C([O:4][C:5]1[C:18]2[C:9](=[C:10]([F:23])[C:11]3[C:16]([C:17]=2[O:19][CH3:20])=[CH:15][C:14]([O:21][CH3:22])=[CH:13][CH:12]=3)[C:8](CCC(O)=O)=[CH:7][CH:6]=1)(=O)C.[O-:29][CH2:30][CH3:31].[Na+].Cl.[CH2:34]([OH:36])C>>[OH:4][C:5]1[C:18]2[C:9](=[C:10]([F:23])[C:11]3[C:16]([C:17]=2[O:19][CH3:20])=[CH:15][C:14]([O:21][CH3:22])=[CH:13][CH:12]=3)[CH:8]=[C:7]([C:34]([O:29][CH2:30][CH3:31])=[O:36])[CH:6]=1 |f:1.2|. Procedure: 4-Acetoxy-2-carboxyethyl-6,10-dimethoxy-9-fluoroanthracene (5 g) was dissolved in ethanol at room temperature and a solution of sodium ethoxide in ethanol was added. The reaction mixture was stirred for 30 minutes, then acidified with 2N HCl (aq). The solvent was removed under reduced pressure, the residue was taken up in the ethyl acetate and washed with water. The solution was dried (MgSO4) and filtered, hexane was added and a yellow solid precipitated on cooling, ethyl 4-hydroxy-6,10-dimethox... Starting materials: esters, FC(C1=CC=C(CN2C(CC3(CC3)CC2)C(=O)N[C@@H](C)C2=CC=C(C(=O)OCC3=CC=C(C=C3)C(F)(F)F)C=C2)C=C1)(F)F (4-(trifluoromethyl)benzyl 4-((1S)-1-(6-(4-(trifluoromethyl)benzyl)-6-azaspiro[2.5]octane-5-carboxamido)ethyl)benzoate), O[Li].O (LiOH H2O). The product is FC(C1=CC=C(CN2C(CC3(CC3)CC2)C(=O)N[C@@H](C)C2=CC=C(C(=O)O)C=C2)C=C1)(F)F (4-((1S)-1-(6-(4-(trifluoromethyl)benzyl)-6-azaspiro[2.5]octane-5-carboxamido)ethyl)benzoic acid). Yield: 57.3%. RXN SMILES: [F:1][C:2]([F:44])([F:43])[C:3]1[CH:42]=[CH:41][C:6]([CH2:7][N:8]2[CH2:15][CH2:14][C:11]3([CH2:13][CH2:12]3)[CH2:10][CH:9]2[C:16]([NH:18][C@H:19]([C:21]2[CH:40]=[CH:39][C:24]([C:25]([O:27]CC3C=CC(C(F)(F)F)=CC=3)=[O:26])=[CH:23][CH:22]=2)[CH3:20])=[O:17])=[CH:5][CH:4]=1.O[Li].O>>[F:43][C:2]([F:1])([F:44])[C:3]1[CH:42]=[CH:41][C:6]([CH2:7][N:8]2[CH2:15][CH2:14][C:11]3([CH2:12][CH2:13]3)[CH2:10][CH:9]2[C:16]([NH:18][C@H:19]([C:21]2[CH:22]=[CH:23][C:24]([C:25]([OH:27])=[O:26])=[CH:39][CH:40]=2)[CH3:20])=[O:17])=[CH:5][CH:4]=1 |f:1.2|. Procedure details: The title compound (E10) (6.4 mg) was prepared according to the general procedure for esters hydrolysis (Method B) starting from starting from 4-(trifluoromethyl)benzyl 4-((1S)-1-(6-(4-(trifluoromethyl)benzyl)-6-azaspiro[2.5]octane-5-carboxamido)ethyl)benzoate (D129) (15 mg). (LiOH H2O: 4 eq; Reaction time: 18 hrs) Starting materials: C1=CCCC=CCC1 (1,5-cyclooctadiene). The solvent is CCCCCC (1-hexane). Product: C=CCCC=CCCC=CCCCC (1,5,9-tetradecatriene). As a reaction SMILES: [CH:1]1[CH2:8][CH2:7][CH:6]=[CH:5][CH2:4][CH2:3][CH:2]=1>CCCCCC>[CH2:8]=[CH:1][CH2:2][CH2:3][CH:4]=[CH:5][CH2:1][CH2:8][CH:7]=[CH:6][CH2:5][CH2:4][CH2:3][CH3:2]. Procedure details: disproportionating 1,5-cyclooctadiene and 1-hexane in the presence of a disproportionation catalyst under disproportionation conditions suitable to produce 1,5,9-tetradecatriene; The reactants are C=CC(=O)OC, CC(C)(C)O, CC(C)(C)c1cccc(C(C)(C)C)c1O, [K]. The product is COC(=O)CCc1cc(C(C)(C)C)c(O)c(C(C)(C)C)c1. As a reaction SMILES: [C:17]([CH:18]=[CH2:19])(=[O:20])[O:21][CH3:22].[C:23]([OH:24])([CH3:25])([CH3:26])[CH3:27].[C:2]([CH3:3])([CH3:4])([CH3:5])[c:6]1[c:7]([OH:16])[c:8]([C:12]([CH3:13])([CH3:14])[CH3:15])[cH:9][cH:10][cH:11]1.[K:1]>>[C:2]([CH3:3])([CH3:4])([CH3:5])[c:6]1[c:7]([OH:16])[c:8]([C:12]([CH3:13])([CH3:14])[CH3:15])[cH:9][c:10]([CH2:19][CH2:18][C:17](=[O:20])[O:21][CH3:22])[cH:11]1.